From a dataset of the Open Reaction Database (ORD), a public repository of structured organic reaction records. describe an organic reaction: reactants, conditions, products, and yield The reactants are NC1=C(NC2=C(C3=C(S2)C=CC=C3)C(=O)OCC)C=C(C=C1F)F (ethyl 2-(2-amino-3,5-difluoroanilino)benzo[b]thiophene-3-carboxylate), CN1CCNCC1 (1-methylpiperazine), C1(=CC=CC=C1)OC (anisole). Reagents/catalysts: [Ti](Cl)(Cl)(Cl)Cl (titanium tetrachloride). Product: FC1=CC2=C(N=C(C3=C(N2)SC2=C3C=CC=C2)N2CCN(CC2)C)C(=C1)F (8,10-difluoro-12-(4-methylpiperazin-1-yl)-6H-[1]benzothieno[2,3-b][1,5]benzodiazepine). As a reaction SMILES: [NH2:1][C:2]1[C:22]([F:23])=[CH:21][C:20]([F:24])=[CH:19][C:3]=1[NH:4][C:5]1[S:9][C:8]2[CH:10]=[CH:11][CH:12]=[CH:13][C:7]=2[C:6]=1[C:14](OCC)=O.[CH3:25][N:26]1[CH2:31][CH2:30][NH:29][CH2:28][CH2:27]1.C1(OC)C=CC=CC=1>[Ti](Cl)(Cl)(Cl)Cl>[F:24][C:20]1[CH:21]=[C:22]([F:23])[C:2]2[N:1]=[C:14]([N:29]3[CH2:30][CH2:31][N:26]([CH3:25])[CH2:27][CH2:28]3)[C:6]3[C:7]4[CH:13]=[CH:12][CH:11]=[CH:10][C:8]=4[S:9][C:5]=3[NH:4][C:3]=2[CH:19]=1. Reported procedure: In the same manner as in Example 1 and using ethyl 2-(2-amino-3,5-difluoroanilino)benzo[b]thiophene-3-carboxylate, 1-methylpiperazine, anisole and titanium tetrachloride, 8,10-difluoro-12-(4-methylpiperazin-1-yl)-6H-[1]benzothieno[2,3-b][1,5]benzodiazepine is obtained. Starting materials: S(O)(O)(=O)=O (sulphuric acid), CC(C=C)=O (but-3-en-2-one), CC(C=O)C (2-methylpropionaldehyde). Run in C1=CC=CC=C1 (benzene). The product is CC1(C=CC(CC1)=O)C (4,4-Dimethylcyclohex-2-enone). Reaction SMILES: S(=O)(=O)(O)O.[CH3:6][C:7](=[O:10])[CH:8]=[CH2:9].[CH3:11][CH:12]([CH3:15])[CH:13]=O>C1C=CC=CC=1>[CH3:11][C:12]1([CH3:15])[CH2:13][CH2:6][C:7](=[O:10])[CH:8]=[CH:9]1. Procedure details: 1 ml of concentrated sulphuric acid is added at room temperature to 81 ml of but-3-en-2-one and 88 ml of 2-methylpropionaldehyde in 450 ml of benzene, after which the reaction mixture is refluxed for 13 hours to remove the water by azeotropic entrainment. After cooling to room temperature, the reaction mixture is washed with saturated aqueous sodium bicarbonate solution and then with water. The organic phase is dried over magnesium sulphate and the solvents are evaporated off under reduced press... Reactants: C(C)OC(C(CN(C1CCOCC1)C1=NC(=NC=C1[N+](=O)[O-])Cl)C)=O ((rac)-3-[(2-chloro-5-nitro-pyrimidin-4-yl)-(tetrahydro-pyran-4-yl)-amino]-2-methyl-propanoic acid ethyl ester). The reagents and catalysts are [Fe] (iron). The solvent is C(C)(=O)O (acetic acid). The product is ClC=1N=CC2=C(N(CC(C(N2)=O)C)C2CCOCC2)N1 ((rac)-2-chloro-7-methyl-9-(tetrahydro-pyran-4-yl)-5,7,8,9-tetrahydro-pyrimido[4,5-b][1,4]diazepin-6-one). The yield is 57.7%. As a reaction SMILES: C([O:3][C:4](=O)[CH:5]([CH3:24])[CH2:6][N:7]([C:14]1[C:19]([N+:20]([O-])=O)=[CH:18][N:17]=[C:16]([Cl:23])[N:15]=1)[CH:8]1[CH2:13][CH2:12][O:11][CH2:10][CH2:9]1)C>C(O)(=O)C.[Fe]>[Cl:23][C:16]1[N:17]=[CH:18][C:19]2[NH:20][C:4](=[O:3])[CH:5]([CH3:24])[CH2:6][N:7]([CH:8]3[CH2:13][CH2:12][O:11][CH2:10][CH2:9]3)[C:14]=2[N:15]=1. Procedure: To a solution of 3.55 g of (rac)-3-[(2-chloro-5-nitro-pyrimidin-4-yl)-(tetrahydro-pyran-4-yl)-amino]-2-methyl-propanoic acid ethyl ester (IV-45) in 40 mL of acetic acid was added 3.5 g (0.0627 g-atom) of iron powder. The mixture was heated at 80 degrees for 3 hours, and then filtered through Celite while still hot. The filter cake was washed with 100 mL of ethyl acetate and the filtrate was washed successively with 100 mL of water, 100 mL of 7.4 M ammonium 100 mL of water and 100 mL of brine. Th... The reactants are NC1=CC=CC(=N1)C(=O)C1=NC=C(C=C1NS(=O)(=O)C1=CC=C(C=C1)C(C)(C)C)Cl (N-[2-(6-amino-pyridine-2-carbonyl)-5-chloro-pyridin-3-yl]-4-tert-butyl-benzenesulfonamide), C(C)(=O)Cl (acetyl chloride). Solvent: N1=CC=CC=C1.O1CCOCC1 (pyridine 1,4-dioxane). Reaction SMILES: [NH2:1][C:2]1[N:7]=[C:6]([C:8]([C:10]2[C:15]([NH:16][S:17]([C:20]3[CH:25]=[CH:24][C:23]([C:26]([CH3:29])([CH3:28])[CH3:27])=[CH:22][CH:21]=3)(=[O:19])=[O:18])=[CH:14][C:13]([Cl:30])=[CH:12][N:11]=2)=[O:9])[CH:5]=[CH:4][CH:3]=1.[C:31](Cl)(=[O:33])[CH3:32]>N1C=CC=CC=1.O1CCOCC1>[C:26]([C:23]1[CH:22]=[CH:21][C:20]([S:17]([NH:16][C:15]2[C:10]([C:8]([C:6]3[N:7]=[C:2]([NH:1][C:31](=[O:33])[CH3:32])[CH:3]=[CH:4][CH:5]=3)=[O:9])=[N:11][CH:12]=[C:13]([Cl:30])[CH:14]=2)(=[O:18])=[O:19])=[CH:25][CH:24]=1)([CH3:27])([CH3:29])[CH3:28] |f:2.3|. The product is C(C)(C)(C)C1=CC=C(C=C1)S(=O)(=O)NC=1C(=NC=C(C1)Cl)C(=O)C1=CC=CC(=N1)NC(C)=O (N-{6-[3-(4-tert-Butyl-benzenesulfonylamino)-5-chloro-pyridine-2-carbonyl]-pyridin-2-yl}-acetamide). Procedure details: N-[2-(6-amino-pyridine-2-carbonyl)-5-chloro-pyridin-3-yl]-4-tert-butyl-benzenesulfonamide (52 mg, 0.1 mmol) in pyridine/1,4-dioxane (1:1, 4 mL) was treated with acetyl chloride (100 mg) and then stirred at 60° C. for 2 h. After evaporation of solvent under reduced pressure, to the mixture was added THF (5 mL), followed by NaOH (2 N, 2 mL) and stirred at room temperature for another 2 h. The mixture was diluted with EtOAc and the organics were washed with 1 N HCl, NaHCO3 (saturated), and brine; d... Reaction conditions: temperature 60 celsius, time 2 hour. The reactants are [OH-].[Na+] (sodium hydroxide), C(C)OC(=O)C=1NC(=C(C1C)C=1NC2=C(N1)C=CC(=C2)OC2=CC=CC=C2)C (4-(5-phenoxybenzimidazole-2-yl)-3,5-dimethylpyrrole-2-carboxylic acid ethyl ester), Cl (hydrochloric acid). The solvent is O1CCCC1 (tetrahydrofuran), C(C)O (ethanol). Reaction conditions: temperature 80 celsius, time 6 hour. Yields the product O(C1=CC=CC=C1)C1=CC2=C(N=C(N2)C=2C(=C(NC2C)C(=O)O)C)C=C1 (4-(5-phenoxybenzimidazole-2-yl)-3,5-dimethylpyrrole-2-carboxylic acid). Yield: 97.9%. Reaction SMILES: C([O:3][C:4]([C:6]1[NH:7][C:8]([CH3:28])=[C:9]([C:12]2[NH:13][C:14]3[CH:20]=[C:19]([O:21][C:22]4[CH:27]=[CH:26][CH:25]=[CH:24][CH:23]=4)[CH:18]=[CH:17][C:15]=3[N:16]=2)[C:10]=1[CH3:11])=[O:5])C.[OH-].[Na+].Cl>C(O)C.O1CCCC1>[O:21]([C:19]1[CH:18]=[CH:17][C:15]2[N:16]=[C:12]([C:9]3[C:10]([CH3:11])=[C:6]([C:4]([OH:5])=[O:3])[NH:7][C:8]=3[CH3:28])[NH:13][C:14]=2[CH:20]=1)[C:22]1[CH:27]=[CH:26][CH:25]=[CH:24][CH:23]=1 |f:1.2|. Reported procedure: The 4-(5-phenoxybenzimidazole-2-yl)-3,5-dimethylpyrrole-2-carboxylic acid ethyl ester (1.88 g, 5.0 mmol) obtained in Example 68 was dissolved in ethanol (10 ml) and tetrahydrofuran (5 ml). To this solution was added a 4 N sodium hydroxide aqueous solution (6 ml, 24 mmol), and the mixture was stirred at 80° C. for 6 hours. The reaction mixture was cooled to 0° C., and neutralized with a 1 N hydrochloric acid solution. The precipitate was collected by filtration, and washed with water and dried at... Starting materials: Cl, CS(=O)(=O)Nc1ccc(CN)cc1F, O=C(O)C=Cc1ccc(C(F)(F)F)nc1N1CCOCC1. The product is CS(=O)(=O)Nc1ccc(CNC(=O)C=Cc2ccc(C(F)(F)F)nc2N2CCOCC2)cc1F. As a reaction SMILES: [ClH:15].[NH2:1][CH2:2][c:3]1[cH:4][c:5]([F:14])[c:6]([NH:9][S:10](=[O:11])(=[O:12])[CH3:13])[cH:7][cH:8]1.[O:16]1[CH2:17][CH2:18][N:19]([c:22]2[n:23][c:24]([C:33]([F:34])([F:35])[F:36])[cH:25][cH:26][c:27]2[CH:28]=[CH:29][C:30](=[O:31])[OH:32])[CH2:20][CH2:21]1>>[NH:1]([CH2:2][c:3]1[cH:4][c:5]([F:14])[c:6]([NH:9][S:10](=[O:11])(=[O:12])[CH3:13])[cH:7][cH:8]1)[C:30]([CH:29]=[CH:28][c:27]1[c:22]([N:19]2[CH2:18][CH2:17][O:16][CH2:21][CH2:20]2)[n:23][c:24]([C:33]([F:34])([F:35])[F:36])[cH:25][cH:26]1)=[O:31].